Dataset: the Open Reaction Database (ORD), a public repository of structured organic reaction records. Task: describe an organic reaction: reactants, conditions, products, and yield Reactants: [(t-Bu)2P(Cl)PdC2]2, ClC1=NC=CC=C1 (2-chloropyridine), C1(=CC=CC=C1)B(O)O (PhB(OH)2), C(=O)([O-])[O-].[K+].[K+] (K2CO3). The solvent is CCO (EtOH), C(C)OCC (diethyl ether), O (H2O). Yields the product C1(=CC=CC=C1)C1=NC=CC=C1 (2-phenylpyridine). RXN SMILES: Cl[C:2]1[CH:7]=[CH:6][CH:5]=[CH:4][N:3]=1.[C:8]1(B(O)O)[CH:13]=[CH:12][CH:11]=[CH:10][CH:9]=1.C([O-])([O-])=O.[K+].[K+]>CCO.C(OCC)C.O>[C:8]1([C:2]2[CH:7]=[CH:6][CH:5]=[CH:4][N:3]=2)[CH:13]=[CH:12][CH:11]=[CH:10][CH:9]=1 |f:2.3.4|. Procedure: A 30 mL of reactor equipped with magnetic stir bar was charged with 15.8 mg (0.022 mmol) of [(t-Bu)2P(Cl)PdC2]2, 0.50 g (4.4 mmol) of 2-chloropyridine, 0.65 g (5.33 mmol) of PhB(OH)2 and 0.92 g (6.67 mmol) of K2CO3 in 3 mL of EtOH. The reaction mixture was refluxed for 5 hours. The reaction mixture was cooled to room temperature, transferred to a separatory funnel, and diluted with 100 mL of diethyl ether and 20 mL of H2O. The layers were separated, and organic layer was washed with H2O (50 mL),... Starting materials: COc1ncc(Br)cc1C=O, C1CCNCC1, CCO, O=C1Cc2ccccc2N1. Product: COc1ncc(Br)cc1C=C1C(=O)Nc2ccccc21. As a reaction SMILES: [Br:11][c:12]1[cH:13][c:14]([CH:20]=[O:21])[c:15]([O:18][CH3:19])[n:16][cH:17]1.[CH2:22]1[CH2:23][CH2:24][NH:25][CH2:26][CH2:27]1.[CH3:28][CH2:29][OH:30].[NH:1]1[C:2](=[O:10])[CH2:3][c:4]2[cH:5][cH:6][cH:7][cH:8][c:9]21>>[NH:1]1[C:2](=[O:10])[C:3](=[CH:20][c:14]2[cH:13][c:12]([Br:11])[cH:17][n:16][c:15]2[O:18][CH3:19])[c:4]2[cH:5][cH:6][cH:7][cH:8][c:9]21. The reactants are ClC1=C(C=CC(=C1)F)C1=C(C(=CN1)C(=O)NC1=CC=C(C=C1)S(=O)(=O)C)C (5-(2-chloro-4-fluorophenyl)-4-methyl-N-[4-(methylsulfonyl)phenyl]-1H-pyrrole-3-carboxamide), CC(C)([O-])C.[Na+] (sodium tert-butoxide), C[C@@H]1OS(O[C@H]1C)(=O)=O ((4S,5S)-4,5-dimethyl-1,3,2-dioxathiolane 2,2-dioxide), Cl (HCl). Run in CC(=O)N(C)C (DMA), CC(=O)N(C)C (DMA). Run at time 30 minute. Product: ClC1=C(C=CC(=C1)F)C1=C(C(=CN1[C@@H]([C@H](C)O)C)C(=O)NC1=CC=C(C=C1)S(=O)(=O)C)C (5-(2-chloro-4-fluorophenyl)-1-[(1R,2S)-2-hydroxy-1-methylpropyl]-4-methyl-N-[4-(methylsulfonyl)phenyl]-1H-pyrrole-3-carboxamide). Yield: 50.5%. As a reaction SMILES: [Cl:1][C:2]1[CH:7]=[C:6]([F:8])[CH:5]=[CH:4][C:3]=1[C:9]1[NH:13][CH:12]=[C:11]([C:14]([NH:16][C:17]2[CH:22]=[CH:21][C:20]([S:23]([CH3:26])(=[O:25])=[O:24])=[CH:19][CH:18]=2)=[O:15])[C:10]=1[CH3:27].CC(C)([O-])C.[Na+].[CH3:34][C@H:35]1[C@H:39]([CH3:40])OS(=O)(=O)[O:36]1.Cl>CC(N(C)C)=O>[Cl:1][C:2]1[CH:7]=[C:6]([F:8])[CH:5]=[CH:4][C:3]=1[C:9]1[N:13]([C@H:39]([CH3:40])[C@@H:35]([OH:36])[CH3:34])[CH:12]=[C:11]([C:14]([NH:16][C:17]2[CH:22]=[CH:21][C:20]([S:23]([CH3:26])(=[O:25])=[O:24])=[CH:19][CH:18]=2)=[O:15])[C:10]=1[CH3:27] |f:1.2|. Reported procedure: To a solution of 5-(2-chloro-4-fluorophenyl)-4-methyl-N-[4-(methylsulfonyl)phenyl]-1H-pyrrole-3-carboxamide (0.50 g, 1.2 mmol) in anhydrous DMA (8.0 ml) was added sodium tert-butoxide (0.27 g, 2.8 mmol) and stirred at room temperature for 30 min under N2. (4S,5S)-4,5-dimethyl-1,3,2-dioxathiolane 2,2-dioxide (0.28 g, 1.8 mmol) in anhydrous DMA (2.0 ml) was added to the solution and stirred at 70° C. for 2.0 h. The reaction mixture was cooled to room temperature and added 2N HCl (2.0 ml) and conce... The reactants are N#Cc1cc(C(=O)O)ccc1F, COCCO, CC#N, Cl, [H-], [Na+]. Yields the product COCCOc1ccc(C(=O)O)cc1C#N. Reaction SMILES: [C:1](#[N:2])[c:3]1[cH:4][c:5]([C:6](=[O:7])[OH:8])[cH:9][cH:10][c:11]1[F:12].[CH3:13][O:14][CH2:15][CH2:16][OH:17].[CH3:21][C:22]#[N:23].[ClH:20].[H-:19].[Na+:18]>>[C:1](#[N:2])[c:3]1[cH:4][c:5]([C:6](=[O:7])[OH:8])[cH:9][cH:10][c:11]1[O:17][CH2:16][CH2:15][O:14][CH3:13]. Starting materials: C(C1=CC=CC=C1)(=O)NS(=O)(=O)C1=C(C=CC=C1)C1=CC=C(C=C1)CN1C(=NC(=C1C(=O)OC)Cl)CCCC (1-((2'-((benzoylamino)sulfonyl)(1,1'-biphenyl)-4-yl)methyl)-2-butyl-4-chloro-1H-imidazole-5-carboxylic acid, methyl ester), [OH-].[Na+] (sodium hydroxide). Solvent: CO (methanol). Reaction conditions: time 3 hour. The product is C(C1=CC=CC=C1)(=O)NS(=O)(=O)C1=C(C=CC=C1)C1=CC=C(C=C1)CN1C(=NC(=C1C(=O)O)Cl)CCCC (1-((2'-((benzoylamino)sulfonyl)(1,1'-biphenyl)-4-yl)methyl)-2-butyl-4-chloro-1H-imidazole-5-carboxylic acid). Yield: 47.3%. As a reaction SMILES: [C:1]([NH:9][S:10]([C:13]1[CH:18]=[CH:17][CH:16]=[CH:15][C:14]=1[C:19]1[CH:24]=[CH:23][C:22]([CH2:25][N:26]2[C:30]([C:31]([O:33]C)=[O:32])=[C:29]([Cl:35])[N:28]=[C:27]2[CH2:36][CH2:37][CH2:38][CH3:39])=[CH:21][CH:20]=1)(=[O:12])=[O:11])(=[O:8])[C:2]1[CH:7]=[CH:6][CH:5]=[CH:4][CH:3]=1.[OH-].[Na+]>CO>[C:1]([NH:9][S:10]([C:13]1[CH:18]=[CH:17][CH:16]=[CH:15][C:14]=1[C:19]1[CH:24]=[CH:23][C:22]([CH2:25][N:26]2[C:30]([C:31]([OH:33])=[O:32])=[C:29]([Cl:35])[N:28]=[C:27]2[CH2:36][CH2:37][CH2:38][CH3:39])=[CH:21][CH:20]=1)(=[O:12])=[O:11])(=[O:8])[C:2]1[CH:7]=[CH:6][CH:5]=[CH:4][CH:3]=1 |f:1.2|. Procedure: To a stirred suspension of 1-((2'-((benzoylamino)sulfonyl)(1,1'-biphenyl)-4-yl)methyl)-2-butyl-4-chloro-1H-imidazole-5-carboxylic acid, methyl ester (25 mg, 0.044 mmol) in methanol (1.0 ml) was added 2N sodium hydroxide solution (0.50 ml). The pale yellow solution was stirred at room temperature for 3 hours then the methanol was removed in vacuo. Saturated sodium dihydrogen phosphate solution was added followed by ethyl acetate and the organic phase separated. The aqueous phase was re-extracted ...